Task: describe an organic reaction: reactants, conditions, products, and yield. Dataset: the Open Reaction Database (ORD), a public repository of structured organic reaction records Reactants: Br, CC(C)CC(CO)NC(=O)C(Cc1c[nH]cn1)NC(=O)C(Cc1ccccc1)NC(=O)OCc1ccccc1, CCOCC, CC(=O)O, C(=NC1CCCCC1)=NC1CCCCC1, O=C(O)CCSSc1ncccc1[N+](=O)[O-], On1nnc2ccccc21. The product is CC(C)CC(CO)NC(=O)C(Cc1c[nH]cn1)NC(=O)C(Cc1ccccc1)NC(=O)CCSSc1ncccc1[N+](=O)[O-]. As a reaction SMILES: [BrH:40].[CH2:1]([O:2][C:3](=[O:4])[NH:11][CH:12]([CH2:13][c:14]1[cH:15][cH:16][cH:17][cH:18][cH:19]1)[C:20](=[O:21])[NH:22][CH:23]([CH2:24][c:25]1[cH:26][nH:27][cH:28][n:29]1)[C:30](=[O:31])[NH:32][CH:33]([CH2:34][CH:35]([CH3:36])[CH3:37])[CH2:38][OH:39])[c:5]1[cH:6][cH:7][cH:8][cH:9][cH:10]1.[CH3:82][CH2:83][O:84][CH2:85][CH3:86].[CH3:87][C:88](=[O:89])[OH:90].[CH:67]1([N:68]=[C:69]=[N:70][CH:71]2[CH2:72][CH2:73][CH2:74][CH2:75][CH2:76]2)[CH2:77][CH2:78][CH2:79][CH2:80][CH2:81]1.[N+:41](=[O:42])([O-:43])[c:44]1[c:45]([S:50][S:51][CH2:52][CH2:53][C:54](=[O:55])[OH:56])[n:46][cH:47][cH:48][cH:49]1.[OH:57][n:58]1[c:59]2[cH:60][cH:61][cH:62][cH:63][c:64]2[n:65][n:66]1>>[NH:11]([CH:12]([CH2:13][c:14]1[cH:15][cH:16][cH:17][cH:18][cH:19]1)[C:20](=[O:21])[NH:22][CH:23]([CH2:24][c:25]1[cH:26][nH:27][cH:28][n:29]1)[C:30](=[O:31])[NH:32][CH:33]([CH2:34][CH:35]([CH3:36])[CH3:37])[CH2:38][OH:39])[C:54]([CH2:53][CH2:52][S:51][S:50][c:45]1[c:44]([N+:41](=[O:42])[O-:43])[cH:49][cH:48][cH:47][n:46]1)=[O:56]. Starting materials: FOC(F)(F)F (fluoroxytrifluoromethane), FC1=CC=C(C=C1)NS(=O)(=O)C (N-(4-fluorophenyl)methanesulfonamide), FC1=C(C=CC(=C1)F)NS(=O)(=O)C (N-(2,4-difluorophenyl)methanesulfonamide), FOC(F)(F)OF (bis-(fluoroxy)difluoromethane), FC1=C(C=CC=C1)NS(=O)(=O)C (N-(2-fluorophenyl)methanesulfonamide), FC1=C(C(=CC=C1)F)NS(=O)(=O)C (N-(2,6-difluorophenyl)methanesulfonamide). The product is C1(=CC=CC=C1)NS(=O)(=O)C (N-phenylmethanesulfonamide). Reaction SMILES: FOC(F)(F)F.FOC(OF)(F)F.F[C:15]1[CH:20]=[CH:19][CH:18]=[CH:17][C:16]=1[NH:21][S:22]([CH3:25])(=[O:24])=[O:23].FC1C=CC(NS(C)(=O)=O)=CC=1.FC1C=C(F)C=CC=1NS(C)(=O)=O.FC1C=CC=C(F)C=1NS(C)(=O)=O>>[C:16]1([NH:21][S:22]([CH3:25])(=[O:24])=[O:23])[CH:15]=[CH:20][CH:19]=[CH:18][CH:17]=1. Procedure details: The procedure of Example 26 was repeated except that in place of the fluoroxytrifluoromethane, there was added bis-(fluoroxy)difluoromethane at a rate of 2.40 parts per hour for one hour. Analysis of the reaction product by liquid chromatographic techniques indicated 38% N-(2-fluorophenyl)methanesulfonamide, 12% N-(4-fluorophenyl)methanesulfonamide, 10% N-(2,4-difluorophenyl)methanesulfonamide and 1% N-(2,6-difluorophenyl)methanesulfonamide at 97% conversion. Reactants: [N+](=O)([O-])C=1C=C(C=CC1N)C1=CC=CC=C1 (3-nitro-4-biphenylamine), C1(C(C2=CC=CC3=CC=CC1=C23)=O)=O (acenaphthenequinone). The product is C1(=CC=CC=C1)C=1C=C2N=C3C(=NC2=CC1)C=1C=CC=C2C=CC=C3C12 (9-phenylacenaphtho[1,2-b]quinoxaline). The yield is 80.0%. Reaction SMILES: [N+:1]([C:4]1[CH:5]=[C:6]([C:11]2[CH:16]=[CH:15][CH:14]=[CH:13][CH:12]=2)[CH:7]=[CH:8][C:9]=1[NH2:10])([O-])=O.[C:17]1(=O)[C:27]2=[C:28]3[C:23](=[CH:24][CH:25]=[CH:26]2)[CH:22]=[CH:21][CH:20]=[C:19]3[C:18]1=O>>[C:11]1([C:6]2[CH:5]=[C:4]3[C:9](=[CH:8][CH:7]=2)[N:10]=[C:17]2[C:27]4[CH:26]=[CH:25][CH:24]=[C:23]5[C:28]=4[C:19]([C:18]2=[N:1]3)=[CH:20][CH:21]=[CH:22]5)[CH:16]=[CH:15][CH:14]=[CH:13][CH:12]=1. Reported procedure: When 0.05 mole each of 3-nitro-4-biphenylamine and acenaphthenequinone were reacted by the method of Example 1, 13.2 g. (80 percent yield) of 9-phenylacenaphtho[1,2-b]quinoxaline, mp = 208°-210° C. were obtained. The reactants are [H-].[Na+] (NaH), BrC=1N=C(N(C1Br)COCC[Si](C)(C)C)C(C)O ([4,5-dibromo-1-({[2-(trimethylsilyl)ethyl]oxy}methyl)-1H-imidazol-2-yl]ethanol), IC (iodomethane). The solvent is C1CCOC1 (THF). Conditions: time 30 minute. Yields the product BrC=1N=C(N(C1Br)COCC[Si](C)(C)C)COC (4,5-dibromo-2-[(methyloxy)methyl]-1-({[2-(trimethylsilyl)ethyl]oxy}methyl)-1H-imidazole). The yield is 54.0%. Reaction SMILES: [H-].[Na+].[Br:3][C:4]1[N:5]=[C:6]([CH:18]([OH:20])C)[N:7]([CH2:10][O:11][CH2:12][CH2:13][Si:14]([CH3:17])([CH3:16])[CH3:15])[C:8]=1[Br:9].I[CH3:22]>C1COCC1>[Br:3][C:4]1[N:5]=[C:6]([CH2:18][O:20][CH3:22])[N:7]([CH2:10][O:11][CH2:12][CH2:13][Si:14]([CH3:17])([CH3:16])[CH3:15])[C:8]=1[Br:9] |f:0.1|. Reported procedure: NaH (0.016 g of a 60% dispersion in mineral oil, 0.41 mmol) was added to a 0° C. solution of [4,5-dibromo-1-({[2-(trimethylsilyl)ethyl]oxy}methyl)-1H-imidazol-2-yl]ethanol (0.15 g, 0.39 mmol) in THF (2 mL). The solution was stirred at RT for 30 mins, recooled to 0° C. and iodomethane was added (0.052 mL, 0.78 mmol). After 2 h at RT, the reaction mixture was quenched by addition of sat'd NaHCO3 and extracted with CH2Cl2. The organic phase was dried (Na2SO4), filtered, and purified by silica gel c... The reactants are N(=[N+]=[N-])[C@@H]1[C@@H](C[C@H](CC1)C(=O)OCC)NC(=O)OC(C)(C)C (Ethyl (1S,3R,4S)-4-azido-3-(tert-butoxycarbonylamino)cyclohexane-1-carboxylate), [H][H] (hydrogen). The reagents and catalysts are [Pd] (palladium on carbon). Solvent: C(C)O (ethanol), C(C)(=O)OCC (ethyl acetate). Yields the product C(C)(C)(C)OC(=O)N[C@H]1[C@H](CC[C@@H](C1)C(=O)OCC)N ((1S,2R,4S)-N2-tert-Butoxycarbonyl-4-ethoxycarbonyl-1,2-cyclohexanediamine). The yield is 114.5%. RXN SMILES: [N:1]([C@H:4]1[CH2:9][CH2:8][C@H:7]([C:10]([O:12][CH2:13][CH3:14])=[O:11])[CH2:6][C@H:5]1[NH:15][C:16]([O:18][C:19]([CH3:22])([CH3:21])[CH3:20])=[O:17])=[N+]=[N-].[H][H]>C(O)C.C(OCC)(=O)C.[Pd]>[C:19]([O:18][C:16]([NH:15][C@@H:5]1[CH2:6][C@@H:7]([C:10]([O:12][CH2:13][CH3:14])=[O:11])[CH2:8][CH2:9][C@@H:4]1[NH2:1])=[O:17])([CH3:22])([CH3:21])[CH3:20]. Procedure: Ethyl (1S,3R,4S)-4-azido-3-(tert-butoxycarbonylamino)cyclohexane-1-carboxylate (4.0 g) was dissolved in a mixed solvent of ethanol (150 ml) and ethyl acetate (150 ml), and 5% palladium on carbon (0.5 g) was added to stir the mixture at room temperature for 17 hours in a hydrogen atmosphere. After insoluble matter was removed by filtration, the solvent was distilled off under reduced pressure to obtain the title compound (4.2 g) as a pale yellow oil. Starting materials: O=C1OC(c2ccccc2)(c2ccccc2)CC(O)=C1Br, C1CCNCC1, COc1cccc(S)c1, ClCCl. Yields the product COc1cccc(SC2=C(O)CC(c3ccccc3)(c3ccccc3)OC2=O)c1. RXN SMILES: [Br:1][C:2]1=[C:7]([OH:8])[CH2:6][C:5]([c:9]2[cH:10][cH:11][cH:12][cH:13][cH:14]2)([c:15]2[cH:16][cH:17][cH:18][cH:19][cH:20]2)[O:4][C:3]1=[O:21].[CH2:31]1[CH2:32][CH2:33][NH:34][CH2:35][CH2:36]1.[CH3:22][O:23][c:24]1[cH:25][c:26]([SH:30])[cH:27][cH:28][cH:29]1.[Cl:37][CH2:38][Cl:39]>>[C:2]1([S:30][c:26]2[cH:25][c:24]([O:23][CH3:22])[cH:29][cH:28][cH:27]2)=[C:7]([OH:8])[CH2:6][C:5]([c:9]2[cH:10][cH:11][cH:12][cH:13][cH:14]2)([c:15]2[cH:16][cH:17][cH:18][cH:19][cH:20]2)[O:4][C:3]1=[O:21]. The reactants are CC#CCO, [Cl-], CCC1CCCCCN1c1ncnc(Cl)c1F, [H-], [NH4+], [Na+], C1CCOC1. The product is CC#CCOc1ncnc(N2CCCCCC2CC)c1F. As a reaction SMILES: [CH2:3]([C:4]#[C:5][CH3:6])[OH:7].[Cl-:25].[Cl:8][c:9]1[c:10]([F:24])[c:11]([N:15]2[CH:16]([CH2:22][CH3:23])[CH2:17][CH2:18][CH2:19][CH2:20][CH2:21]2)[n:12][cH:13][n:14]1.[H-:1].[NH4+:26].[Na+:2].[O:27]1[CH2:28][CH2:29][CH2:30][CH2:31]1>>[CH2:3]([C:4]#[C:5][CH3:6])[O:7][c:9]1[c:10]([F:24])[c:11]([N:15]2[CH:16]([CH2:22][CH3:23])[CH2:17][CH2:18][CH2:19][CH2:20][CH2:21]2)[n:12][cH:13][n:14]1. Starting materials: COc1ccc(Br)c(N)c1, CC1(C)OC(=O)CC(=O)O1, CCO, CCOC(OCC)OCC. As a reaction SMILES: [Br:1][c:2]1[c:3]([NH2:10])[cH:4][c:5]([O:8][CH3:9])[cH:6][cH:7]1.[CH3:11][C:12]1([CH3:20])[O:13][C:14](=[O:19])[CH2:15][C:16](=[O:18])[O:17]1.[CH3:31][CH2:32][OH:33].[CH:21]([O:22][CH2:23][CH3:24])([O:25][CH2:26][CH3:27])[O:28][CH2:29][CH3:30]>>[Br:1][c:2]1[c:3]([NH:10][CH:21]=[C:15]2[C:14](=[O:19])[O:13][C:12]([CH3:11])([CH3:20])[O:17][C:16]2=[O:18])[cH:4][c:5]([O:8][CH3:9])[cH:6][cH:7]1. Product: COc1ccc(Br)c(NC=C2C(=O)OC(C)(C)OC2=O)c1.